Dataset: the Open Reaction Database (ORD), a public repository of structured organic reaction records. Task: describe an organic reaction: reactants, conditions, products, and yield Reaction SMILES: [C:1]([CH:3]1[CH2:8][CH2:7][NH:6][CH2:5][CH2:4]1)#[N:2].Cl[C:10]([O:12][CH2:13][C:14]1[CH:19]=[CH:18][CH:17]=[CH:16][CH:15]=1)=[O:11]>C(=O)([O-])[O-].[Na+].[Na+]>[CH2:13]([O:12][C:10]([N:6]1[CH2:7][CH2:8][CH:3]([C:1]#[N:2])[CH2:4][CH2:5]1)=[O:11])[C:14]1[CH:19]=[CH:18][CH:17]=[CH:16][CH:15]=1 |f:2.3.4|. The reactants are C(#N)C1CCNCC1 (4-cyanopiperidine), ClC(=O)OCC1=CC=CC=C1 (benzyl chloroformate). The solvent is C([O-])([O-])=O.[Na+].[Na+] (sodium carbonate). Reaction conditions: time 16 hour. Product: C(C1=CC=CC=C1)OC(=O)N1CCC(CC1)C#N (1-Benzyloxycarbonyl-4-cyanopiperidine). Reported procedure: A solution of 4-cyanopiperidine (5.00 g) in 10% aqueous sodium carbonate solution (100 mL) was cooled to 0° C. and treated dropwise with benzyl chloroformate (9.30 g). The resulting mixture was warmed to room temperature and stirred for 16 hours. The biphasic mixture was extracted with ethyl acetate. The organic extracts were washed with water and brine, combined, dried, filtered and evaporated. The resulting oil was purified by chromatography, with ethyl acetate:hexane (gradient 1:4, 1:2) as el... The yield is 86.9%. The reactants are BrC1=C(C=CC=C1)O (2-bromophenol), C(C(=O)C1=CC=CC=C1)Br (phenacyl bromide), [H-].[Na+] (sodium hydride). The solvent is O1CCCC1 (tetrahydrofuran), O1CCCC1 (tetrahydrofuran), O1CCCC1 (tetrahydrofuran). Conditions: time 15 minute. Product: BrC1=C(C=CC=C1)OCC(C1=CC=CC=C1)=O ((2-bromophenyl)(benzoylmethyl)ether). Yield: 52.8%. RXN SMILES: [H-].[Na+].[Br:3][C:4]1[CH:9]=[CH:8][CH:7]=[CH:6][C:5]=1[OH:10].[CH2:11](Br)[C:12]([C:14]1[CH:19]=[CH:18][CH:17]=[CH:16][CH:15]=1)=[O:13]>O1CCCC1>[Br:3][C:4]1[CH:9]=[CH:8][CH:7]=[CH:6][C:5]=1[O:10][CH2:11][C:12](=[O:13])[C:14]1[CH:19]=[CH:18][CH:17]=[CH:16][CH:15]=1 |f:0.1|. Reported procedure: (1)-(i) A suspension of 6.72 g of 60% sodium hydride in 40 ml of tetrahydrofuran is added dropwise to a solution of 24.17 g of 2-bromophenol in 210 ml of tetrahydrofuran at 4° C. and the mixture is stirred at the same temperature for 15 minutes. A solution of 30.66 g of phenacyl bromide in 60 ml of tetrahydrofuran is added dropwise to the mixture. The mixture is stirred at the same temperature for 30 minutes and further refluxed for 2.5 hours. The reaction mixture is evaporated to remove solvent... Starting materials: C(C)(C)(C)OC(=O)NCC=1C=C2CCC(CC2=CC1)CO[Si](C)(C)C(C)(C)C ((2RS)-6-(N-tert-butoxycarbonylaminomethyl)-2-(tert-butyldimethylsilyloxymethyl)-1,2,3,4-tetrahydronaphthalene), [F-].C(CCC)[N+](CCCC)(CCCC)CCCC (Tetrabutylammonium fluoride). Run in O1CCCC1 (tetrahydrofuran), O1CCCC1 (tetrahydrofuran). Run at time 2 hour. The product is C(C)(C)(C)OC(=O)NCC=1C=C2CCC(CC2=CC1)CO ((2RS)-6-(N-tert-Butoxycarbonylaminomethyl)-2-hydroxymethyl-1,2,3,4-tetrahydronaphthalene). As a reaction SMILES: [C:1]([O:5][C:6]([NH:8][CH2:9][C:10]1[CH:11]=[C:12]2[C:17](=[CH:18][CH:19]=1)[CH2:16][CH:15]([CH2:20][O:21][Si](C(C)(C)C)(C)C)[CH2:14][CH2:13]2)=[O:7])([CH3:4])([CH3:3])[CH3:2].[F-].C([N+](CCCC)(CCCC)CCCC)CCC>O1CCCC1>[C:1]([O:5][C:6]([NH:8][CH2:9][C:10]1[CH:11]=[C:12]2[C:17](=[CH:18][CH:19]=1)[CH2:16][CH:15]([CH2:20][OH:21])[CH2:14][CH2:13]2)=[O:7])([CH3:4])([CH3:3])[CH3:2] |f:1.2|. Procedure: In tetrahydrofuran (10 ml), (2RS)-6-(N-tert-butoxycarbonylaminomethyl)-2-(tert-butyldimethylsilyloxymethyl)-1,2,3,4-tetrahydronaphthalene (1.09 g) was dissolved. Tetrabutylammonium fluoride (a 1.0 M tetrahydrofuran solution, 4.0 ml) was added to the resulting solution, followed by stirring at room temperature for 2 hours. After concentration under reduced pressure, the reaction mixture was diluted with dichloromethane, washed with water an dried over anhydrous sodium sulfate. The residue obtaine... The reactants are C(C(=O)O)(=O)O.CN(C)C[C@@H]1C[C@@H]2N(C3=C(OC4=C2C=CC=C4)C=CC(=C3)C(=O)OC)O1 ((±)-Methyl cis-2-[(dimethylamino)methyl]-3,3a-dihydro-2H-dibenz[b,f]isoxazolo-[2,3-d][1,4]oxazepine-11-carboxylate ethanedioate), [OH-].[Na+] (sodium hydroxide). The solvent is C(C)O (ethanol), O (water). The product is O.CN(C)C[C@@H]1C[C@@H]2N(C3=C(OC4=C2C=CC=C4)C=CC(=C3)C(=O)O)O1.CN(C)C[C@@H]1C[C@@H]3N(C4=C(OC2=C3C=CC=C2)C=CC(=C4)C(=O)O)O1 ((±)-cis-2-[(dimethylamino)methyl]-3,3a-dihydro-2H-dibenz[b,f]isoxazolo[2,3-d][1,4]oxazepine-11-carboxylic acid hemihydrate). Yield: 41.6%. RXN SMILES: C(O)(=O)C(O)=[O:3].[CH3:7][N:8]([CH2:10][C@H:11]1[O:32][N:14]2[C:15]3[CH:27]=[C:26]([C:28]([O:30]C)=[O:29])[CH:25]=[CH:24][C:16]=3[O:17][C:18]3[CH:23]=[CH:22][CH:21]=[CH:20][C:19]=3[C@@H:13]2[CH2:12]1)[CH3:9].[OH-].[Na+]>C(O)C.O>[OH2:3].[CH3:9][N:8]([CH2:10][C@H:11]1[O:32][N:14]2[C:15]3[CH:27]=[C:26]([C:28]([OH:30])=[O:29])[CH:25]=[CH:24][C:16]=3[O:17][C:18]3[CH:23]=[CH:22][CH:21]=[CH:20][C:19]=3[C@@H:13]2[CH2:12]1)[CH3:7].[CH3:9][N:8]([CH2:10][C@H:11]1[O:32][N:14]2[C:15]3[CH:27]=[C:26]([C:28]([OH:30])=[O:29])[CH:25]=[CH:24][C:16]=3[O:17][C:18]3[CH:23]=[CH:22][CH:21]=[CH:20][C:19]=3[C@@H:13]2[CH2:12]1)[CH3:7] |f:0.1,2.3,6.7.8|. Reported procedure: (±)-Methyl cis-2-[(dimethylamino)methyl]-3,3a-dihydro-2H-dibenz[b,f]isoxazolo-[2,3-d][1,4]oxazepine-11-carboxylate ethanedioate(1:1)(1.53g), prepared following the procedure in example 7, in ethanol (60 ml) was added dropwise to a mixture of sodium hydroxide (0.3 g) in water (7.5 ml) and the mixture was stirred and refluxed for 2 hours. The solvent was evaporated in vacuo and the residue was acidified with HCl (4N) to a pH of 3.6. The precipitate was filtered off, dried with P2O5 and purified by... Starting materials: BrCc1ccccc1, O=C([O-])[O-], CC(C)C(NC(=O)OC(C)(C)C)c1nc2cc(Cl)ccc2c(=O)[nH]1, [K+], [K+], CN(C)C=O, O. The product is CC(C)C(NC(=O)OC(C)(C)C)c1nc2cc(Cl)ccc2c(=O)n1Cc1ccccc1. RXN SMILES: [Br:30][CH2:31][c:32]1[cH:33][cH:34][cH:35][cH:36][cH:37]1.[C:38](=[O:39])([O-:40])[O-:41].[C:6]([CH3:7])([CH3:8])([CH3:9])[O:10][C:11]([NH:12][CH:13]([CH:14]([CH3:15])[CH3:16])[c:17]1[n:18][c:19]2[cH:20][c:21]([Cl:28])[cH:22][cH:23][c:24]2[c:25](=[O:27])[nH:26]1)=[O:29].[K+:42].[K+:43].[O:1]=[CH:2][N:3]([CH3:4])[CH3:5].[OH2:44]>>[C:6]([CH3:7])([CH3:8])([CH3:9])[O:10][C:11]([NH:12][CH:13]([CH:14]([CH3:15])[CH3:16])[c:17]1[n:18][c:19]2[cH:20][c:21]([Cl:28])[cH:22][cH:23][c:24]2[c:25](=[O:27])[n:26]1[CH2:31][c:32]1[cH:33][cH:34][cH:35][cH:36][cH:37]1)=[O:29]. The reactants are C(C=O)(=O)OCC (ethyl glyoxylate), C(N)(OCC1=CC=CC=C1)=O (benzyl carbamate), O (water). The solvent is C1(=CC=CC=C1)C (toluene). Product: C(C1=CC=CC=C1)OC(=O)NC(C(=O)OCC)O (ethyl 2-(benzyloxycarbonylamino)-2-(hydroxy)acetate). Isolated yield 64.9%. RXN SMILES: [C:1]([O:5][CH2:6][CH3:7])(=[O:4])[CH:2]=[O:3].[C:8](=[O:18])([O:10][CH2:11][C:12]1[CH:17]=[CH:16][CH:15]=[CH:14][CH:13]=1)[NH2:9].O>C1(C)C=CC=CC=1>[CH2:11]([O:10][C:8]([NH:9][CH:2]([OH:3])[C:1]([O:5][CH2:6][CH3:7])=[O:4])=[O:18])[C:12]1[CH:17]=[CH:16][CH:15]=[CH:14][CH:13]=1. Procedure details: A solution of 17.3 g (0.169 mole) of ethyl glyoxylate and 23.0 g (0.152 mole) of benzyl carbamate in 250 ml of toluene was heated under reflux for 6 hours, with removal of water using a Dean-Stark trap. The resulting reaction mixture was concentrated in vacuo, and diethyl ether was added to the residue. The mixture was filtered, and the diethyl ether solution was evaporated in vacuo to give 25.0 g of ethyl 2-(benzyloxycarbonylamino)-2-(hydroxy)acetate as a sticky solid. The reactants are CC1(C)CC(=O)c2cc(C#C[Si](C)(C)C)ccc2S1, CO, [K+], [K+], O=C([O-])[O-], O. Yields the product C#Cc1ccc2c(c1)C(=O)CC(C)(C)S2. As a reaction SMILES: [CH3:1][C:2]1([CH3:19])[S:3][c:4]2[cH:5][cH:6][c:7]([C:13]#[C:14][Si:15]([CH3:16])([CH3:17])[CH3:18])[cH:8][c:9]2[C:10](=[O:12])[CH2:11]1.[CH3:26][OH:27].[K+:20].[K+:21].[O-:22][C:23]([O-:24])=[O:25].[OH2:28]>>[CH3:1][C:2]1([CH3:19])[S:3][c:4]2[cH:5][cH:6][c:7]([C:13]#[CH:14])[cH:8][c:9]2[C:10](=[O:12])[CH2:11]1. The reactants are CN1C(=NC2=C1C=C(C=C2)SC2=CC=C(C=C2)C)COC2=CC=C(CC1C(NC(S1)=O)=O)C=C2 (5-{4-[1-methyl-6-(4-methylthiophenoxy)-1H-benzimidazole-2-ylmethoxy]benzyl}thiazolidine-2,4-dione), Cl.C(C)(=O)OCC (hydrogen chloride ethyl acetate). Yields the product Cl.CN1C(=NC2=C1C=C(C=C2)SC2=CC=C(C=C2)C)COC2=CC=C(CC1C(NC(S1)=O)=O)C=C2 (5-{4-[1-Methyl-6-(4-methylthiophenoxy)-1H-benzimidazole-2-ylmethoxy]benzyl}thiazolidine-2,4-dione hydrochloride). Reaction SMILES: [CH3:1][N:2]1[C:6]2[CH:7]=[C:8]([S:11][C:12]3[CH:17]=[CH:16][C:15]([CH3:18])=[CH:14][CH:13]=3)[CH:9]=[CH:10][C:5]=2[N:4]=[C:3]1[CH2:19][O:20][C:21]1[CH:34]=[CH:33][C:24]([CH2:25][CH:26]2[S:30][C:29](=[O:31])[NH:28][C:27]2=[O:32])=[CH:23][CH:22]=1.[ClH:35].C(OCC)(=O)C>>[ClH:35].[CH3:1][N:2]1[C:6]2[CH:7]=[C:8]([S:11][C:12]3[CH:13]=[CH:14][C:15]([CH3:18])=[CH:16][CH:17]=3)[CH:9]=[CH:10][C:5]=2[N:4]=[C:3]1[CH2:19][O:20][C:21]1[CH:34]=[CH:33][C:24]([CH2:25][CH:26]2[S:30][C:29](=[O:31])[NH:28][C:27]2=[O:32])=[CH:23][CH:22]=1 |f:1.2,3.4|. Procedure details: In a similar manner to that described in Example (2-2b), a reaction was carried out using 5-{4-[1-methyl-6-(4-methylthiophenoxy)-1H-benzimidazole-2-ylmethoxy]benzyl}thiazolidine-2,4-dione (1.15 g) and 4N hydrogen chloride/ethyl acetate (20 ml) and the reaction mixture was purified to give the title compound (1.06 g) The reactants are [OH-].[Na+] (sodium hydroxide), O (water), C(C)(C)(C)OC(=O)N1CCN(CC1)C1=C(C=C(C=2N1C=NC2)Cl)C(=O)OC (Methyl 5-[4-(tert-butoxycarbonyl)piperazin-1-yl]-8-chloroimidazo[1,5-a]pyridine-6-carboxylate). Run in CO (methanol). Reaction conditions: time 8 hour. Yields the product C(C)(C)(C)OC(=O)N1CCN(CC1)C1=C(C=C(C=2N1C=NC2)Cl)C(=O)O (5-[4-(tert-Butoxycarbonyl)piperazin-1-yl]-8-chloroimidazo[1,5-a]pyridine-6-carboxylic acid). Yield: 79.0%. As a reaction SMILES: [C:1]([O:5][C:6]([N:8]1[CH2:13][CH2:12][N:11]([C:14]2[N:19]3[CH:20]=[N:21][CH:22]=[C:18]3[C:17]([Cl:23])=[CH:16][C:15]=2[C:24]([O:26]C)=[O:25])[CH2:10][CH2:9]1)=[O:7])([CH3:4])([CH3:3])[CH3:2].[OH-].[Na+].O>CO>[C:1]([O:5][C:6]([N:8]1[CH2:13][CH2:12][N:11]([C:14]2[N:19]3[CH:20]=[N:21][CH:22]=[C:18]3[C:17]([Cl:23])=[CH:16][C:15]=2[C:24]([OH:26])=[O:25])[CH2:10][CH2:9]1)=[O:7])([CH3:4])([CH3:2])[CH3:3] |f:1.2|. Procedure: Methyl 5-[4-(tert-butoxycarbonyl)piperazin-1-yl]-8-chloroimidazo[1,5-a]pyridine-6-carboxylate (120 mg, 0.3123 mmol) was stirred in methanol (2 mL) and 3.0 M sodium hydroxide in water (0.4 mL, 1.0 mmol) was added. The mixture was stirred at room temperature overnight. Acidification with a few drops of 1 M HCl (checked with litmus paper pH 6), evaporation and trituration with water gave the desired compound (94 mg, 79%). LCMS calculated for C17H22ClN4O4 (M+H)+: m/z=381.1. found: 380.9. Reactants: C(C1=CC=CC=C1)OC(=O)NC1(OC(CC1)=O)C(=O)OC (methyl 2-benzyloxycarbonylamino-5-oxo-2-tetrahydrofurancarboxylate), C1(=CC=CC=C1)P(C1=CC=CC=C1)C1=CC=CC=C1 (triphenylphosphine), C(Cl)(Cl)(Cl)Cl (carbon tetrachloride). Product: ClC1(OC(CC1)=O)C(=O)OC (methyl 2-chloro-5-oxo-2-tetrahydrofurancarboxylate). Reaction SMILES: C(OC(N[C:12]1([C:18]([O:20][CH3:21])=[O:19])[CH2:16][CH2:15][C:14](=[O:17])[O:13]1)=O)C1C=CC=CC=1.C1(P(C2C=CC=CC=2)C2C=CC=CC=2)C=CC=CC=1.C(Cl)(Cl)(Cl)[Cl:42]>>[Cl:42][C:12]1([C:18]([O:20][CH3:21])=[O:19])[CH2:16][CH2:15][C:14](=[O:17])[O:13]1. Reported procedure: A mixture of 80 mg of the Compound (10) obtained in Example 10, 131 mg of triphenylphosphine and 5 ml of carbon tetrachloride was heated under reflux for 4 hours in nitrogen streams. The solvent was evaporated off. The residue was subjected to a flash chromatograph using silica gel, followed by elution with hexane-ethyl acetate (1:2) to give 46 mg of the subject Compound (13) as colorless crystals, m.p. 50.5-51.0° C.